Task: describe an organic reaction: reactants, conditions, products, and yield. Dataset: the Open Reaction Database (ORD), a public repository of structured organic reaction records Reactants: CI (Methyl iodide), CC1(CN(CCN1)CC1=CC=C(C=N1)NC(=O)C=1C=2N=CC=NC2C(=CC1)C1=C(C(=CC(=C1Cl)OC)OC)Cl)C (8-(2,6-dichloro-3,5-dimethoxy-phenyl)-quinoxaline-5-carboxylic acid [6-(3,3-dimethyl-piperazin-1-ylmethyl)pyridin-3-yl]-amide), C([O-])([O-])=O.[K+].[K+] (potassium carbonate). The solvent is CC#N (CH3CN). Reaction conditions: time 72 hour. The product is CC1(CN(CCN1C)CC1=CC=C(C=N1)NC(=O)C=1C=2N=CC=NC2C(=CC1)C1=C(C(=CC(=C1Cl)OC)OC)Cl)C (8-(2,6-Dichloro-3,5-dimethoxy-phenyl)-quinoxaline-5-carboxylic acid [6-(3,3,4-trimethyl-piperazin-1-ylmethyl)-pyridin-3-yl]-amide). Yield: 22.7%. Reaction SMILES: CI.[CH3:3][C:4]1([CH3:42])[NH:9][CH2:8][CH2:7][N:6]([CH2:10][C:11]2[N:16]=[CH:15][C:14]([NH:17][C:18]([C:20]3[C:21]4[N:22]=[CH:23][CH:24]=[N:25][C:26]=4[C:27]([C:30]4[C:35]([Cl:36])=[C:34]([O:37][CH3:38])[CH:33]=[C:32]([O:39][CH3:40])[C:31]=4[Cl:41])=[CH:28][CH:29]=3)=[O:19])=[CH:13][CH:12]=2)[CH2:5]1.[C:43](=O)([O-])[O-].[K+].[K+]>CC#N>[CH3:3][C:4]1([CH3:42])[N:9]([CH3:43])[CH2:8][CH2:7][N:6]([CH2:10][C:11]2[N:16]=[CH:15][C:14]([NH:17][C:18]([C:20]3[C:21]4[N:22]=[CH:23][CH:24]=[N:25][C:26]=4[C:27]([C:30]4[C:31]([Cl:41])=[C:32]([O:39][CH3:40])[CH:33]=[C:34]([O:37][CH3:38])[C:35]=4[Cl:36])=[CH:28][CH:29]=3)=[O:19])=[CH:13][CH:12]=2)[CH2:5]1 |f:2.3.4|. Procedure details: Methyl iodide (15 μL, 0.24 mmol, 1.2 equiv) was added to a mixture of 8-(2,6-dichloro-3,5-dimethoxy-phenyl)-quinoxaline-5-carboxylic acid [6-(3,3-dimethyl-piperazin-1-ylmethyl)pyridin-3-yl]-amide (Example 112) (115 mg, 0.2 mmol) and potassium carbonate (33 mg, 0.24 mmol, 1.2 equiv) in CH3CN (4 mL). The reaction mixture was stirred for 72 h at rt, quenched by addition of a saturated aqueous solution of NaHCO3 and extracted with EtOAc. The organic layer was washed with a saturated aqueous solution... Reactants: O=S(=O)(OCC(F)(F)F)C(F)(F)F, Nc1ccccc1, Cc1ccccc1C. Product: FC(F)(F)CNc1ccccc1. RXN SMILES: [F:1][C:2]([F:3])([F:4])[S:5]([O:6][CH2:7][C:8]([F:9])([F:10])[F:11])(=[O:12])=[O:13].[NH2:14][c:15]1[cH:16][cH:17][cH:18][cH:19][cH:20]1.[c:21]1([CH3:22])[c:23]([CH3:24])[cH:25][cH:26][cH:27][cH:28]1>>[CH2:7]([C:8]([F:9])([F:10])[F:11])[NH:14][c:15]1[cH:16][cH:17][cH:18][cH:19][cH:20]1. Starting materials: CCO, CSc1ccccc1-c1cc([N+](=O)[O-])ccc1F, C1CCOC1, O, O, Cl[Sn]Cl. Yields the product CSc1ccccc1-c1cc(N)ccc1F. As a reaction SMILES: [CH3:29][CH2:30][OH:31].[F:1][c:2]1[c:3](-[c:11]2[c:12]([S:17][CH3:18])[cH:13][cH:14][cH:15][cH:16]2)[cH:4][c:5]([N+:8]([O-:9])=[O:10])[cH:6][cH:7]1.[O:24]1[CH2:25][CH2:26][CH2:27][CH2:28]1.[OH2:19].[OH2:20].[Sn:21]([Cl:22])[Cl:23]>>[F:1][c:2]1[c:3](-[c:11]2[c:12]([S:17][CH3:18])[cH:13][cH:14][cH:15][cH:16]2)[cH:4][c:5]([NH2:8])[cH:6][cH:7]1. Reactants: O=C([O-])[O-], CC(=O)[O-], CC(=O)[O-], [Cs+], [Cs+], CC1(C)C(=O)N(c2ccc(OC(F)(F)F)c(NC(=O)C(N)c3ccccc3)c2)C(=O)N1Cc1ccnc(Cl)c1, Nc1cccnc1, C1COCCO1, [Pd+2]. The product is CC1(C)C(=O)N(c2ccc(OC(F)(F)F)c(NC(=O)C(N)c3ccccc3)c2)C(=O)N1Cc1ccnc(Nc2cccnc2)c1. RXN SMILES: [C:47](=[O:48])([O-:49])[O-:50].[C:59]([O-:60])(=[O:61])[CH3:62].[C:64]([O-:65])(=[O:66])[CH3:67].[Cs+:51].[Cs+:52].[NH2:1][CH:2]([C:3](=[O:4])[NH:5][c:6]1[c:7]([O:29][C:30]([F:31])([F:32])[F:33])[cH:8][cH:9][c:10]([N:12]2[C:13](=[O:28])[N:14]([CH2:20][c:21]3[cH:22][c:23]([Cl:27])[n:24][cH:25][cH:26]3)[C:15]([CH3:18])([CH3:19])[C:16]2=[O:17])[cH:11]1)[c:34]1[cH:35][cH:36][cH:37][cH:38][cH:39]1.[NH2:40][c:41]1[cH:42][n:43][cH:44][cH:45][cH:46]1.[O:53]1[CH2:54][CH2:55][O:56][CH2:57][CH2:58]1.[Pd+2:63]>>[NH2:1][CH:2]([C:3](=[O:4])[NH:5][c:6]1[c:7]([O:29][C:30]([F:31])([F:32])[F:33])[cH:8][cH:9][c:10]([N:12]2[C:13](=[O:28])[N:14]([CH2:20][c:21]3[cH:22][c:23]([NH:40][c:41]4[cH:42][n:43][cH:44][cH:45][cH:46]4)[n:24][cH:25][cH:26]3)[C:15]([CH3:18])([CH3:19])[C:16]2=[O:17])[cH:11]1)[c:34]1[cH:35][cH:36][cH:37][cH:38][cH:39]1.